From a dataset of the Open Reaction Database (ORD), a public repository of structured organic reaction records. describe an organic reaction: reactants, conditions, products, and yield Reactants: O[C@H](C(=O)N[C@@H](CC(=O)O)C1=CC=CC=C1)[C@@H]([C@@H]([C@H](CO)NC([C@@H](N)CC(C)C)=O)O)O ((S)-3-[(2S,3R,4R,5S)-2,3,4,6-tetrahydroxy-5-(L-leucyl)aminohexanoyl]amino-3-phenylpropionic acid), O[C@H](C(=O)N[C@@H](CC(=O)O)C1=CC=CC=C1)[C@@H]([C@@H]([C@H](CO)NC([C@@H](N)CC(C)C)=O)O)O ((S)-3-[(2S,3R,4R,5S)-2,3,4,6-tetrahydroxy-5-(L-leucyl)aminohexanoyl]amino-3-phenylpropionic acid), solution, Cl (hydrogen chloride), C(C)O (ethanol). Run at time 20 hour. The product is O[C@H](C(=O)N[C@@H](CC(=O)OCC)C1=CC=CC=C1)[C@@H]([C@@H]([C@H](CO)NC([C@@H](N)CC(C)C)=O)O)O (ethyl (S)-3-[(2S,3R,4R,5S)-2,3,4,6-tetrahydroxy-5-(L-leucyl)aminohexanoyl]amino-3-phenylpropionate). RXN SMILES: [OH:1][C@@H:2]([C@H:17]([OH:32])[C@H:18]([OH:31])[C@@H:19]([NH:22][C:23](=[O:30])[C@H:24]([CH2:26][CH:27]([CH3:29])[CH3:28])[NH2:25])[CH2:20][OH:21])[C:3]([NH:5][C@H:6]([C:11]1[CH:16]=[CH:15][CH:14]=[CH:13][CH:12]=1)[CH2:7][C:8]([OH:10])=[O:9])=[O:4].Cl.[CH2:34](O)[CH3:35]>>[OH:1][C@@H:2]([C@H:17]([OH:32])[C@H:18]([OH:31])[C@@H:19]([NH:22][C:23](=[O:30])[C@H:24]([CH2:26][CH:27]([CH3:28])[CH3:29])[NH2:25])[CH2:20][OH:21])[C:3]([NH:5][C@H:6]([C:11]1[CH:16]=[CH:15][CH:14]=[CH:13][CH:12]=1)[CH2:7][C:8]([O:10][CH2:34][CH3:35])=[O:9])=[O:4]. Procedure details: To (S)-3-[(2S,3R,4R,5S)-2,3,4,6-tetrahydroxy-5-(L-leucyl)aminohexanoyl]amino-3-phenylpropionic acid (Compound 3) (500 mg) was added a 28% solution of hydrogen chloride in ethanol (200 ml) and the mixture was stirred at room temperature for 20 hours. After concentration, the residue was subjected to silica gel column chromatography and eluted with acetonitrile-water (5:1). The effective fractions were combined and concentrated under reduced pressure. The residue was dissolved in water (10 ml) and... Reactants: O=S(=O)(O)Cl, ClCCl, CC(CF)c1ccccc1. Yields the product CC(CF)c1ccc(S(=O)(=O)Cl)cc1. As a reaction SMILES: [Cl:11][S:12](=[O:13])(=[O:14])[OH:15].[Cl:16][CH2:17][Cl:18].[F:1][CH2:2][CH:3]([CH3:4])[c:5]1[cH:6][cH:7][cH:8][cH:9][cH:10]1>>[F:1][CH2:2][CH:3]([CH3:4])[c:5]1[cH:6][cH:7][c:8]([S:12]([Cl:11])(=[O:13])=[O:14])[cH:9][cH:10]1. The reactants are C1(CC1)C1=NN=C(S1)N=C=O (5-cyclopropyl-1,3,4-thiadiazol-2-yl isocyanate), dimethyl acetal, CNCCC=O (3-methylaminopropionaldehyde). Run in C1=CC=CC=C1 (benzene), C1=CC=CC=C1 (benzene). Product: dimethyl acetal, CN(C(=O)NC=1SC(=NN1)C1CC1)CCC=O (3-[1-methyl-3-(5-cyclopropyl-1,3,4-thiadiazol-2-yl)ureido]propionaldehyde). Reaction SMILES: [CH:1]1([C:4]2[S:8][C:7]([N:9]=[C:10]=[O:11])=[N:6][N:5]=2)[CH2:3][CH2:2]1.[CH3:12][NH:13][CH2:14][CH2:15][CH:16]=[O:17]>C1C=CC=CC=1>[CH3:12][N:13]([CH2:14][CH2:15][CH:16]=[O:17])[C:10]([NH:9][C:7]1[S:8][C:4]([CH:1]2[CH2:3][CH2:2]2)=[N:5][N:6]=1)=[O:11]. Procedure details: A mixture of 5-cyclopropyl-1,3,4-thiadiazol-2-yl isocyanate dimer (0.05 mole), the dimethyl acetal of 3-methylaminopropionaldehyde (0.1 mole) and benzene (60 ml) are charged into a glass reaction vessel equipped with a mechanical stirrer and reflux condenser. The reaction mixture is heated at reflux for a period of about 15 minutes. After this time the mixture is stripped of benzene under reduced pressure to yield a solid product as the residue. The residue is then recrystallized to yield the de... The reactants are C1CCOC1, COC(=O)c1cc(N2CCN(C)CC2)cc(N2CCCC2=O)c1, [Na+], [OH-]. Product: CN1CCN(c2cc(C(=O)O)cc(N3CCCC3=O)c2)CC1. Reaction SMILES: [CH2:26]1[O:27][CH2:28][CH2:29][CH2:30]1.[CH3:1][O:2][C:3]([c:4]1[cH:5][c:6]([N:16]2[CH2:17][CH2:18][N:19]([CH3:22])[CH2:20][CH2:21]2)[cH:7][c:8]([N:10]2[C:11](=[O:15])[CH2:12][CH2:13][CH2:14]2)[cH:9]1)=[O:23].[Na+:25].[OH-:24]>>[O:2]=[C:3]([c:4]1[cH:5][c:6]([N:16]2[CH2:17][CH2:18][N:19]([CH3:22])[CH2:20][CH2:21]2)[cH:7][c:8]([N:10]2[C:11](=[O:15])[CH2:12][CH2:13][CH2:14]2)[cH:9]1)[OH:23]. Starting materials: ClC=1N(C2=NC(=NC(=C2N1)N1CCOCC1)C=1C=NC(=NC1)NC)CC1COCC1 (5-[8-chloro-6-morpholin-4-yl-9-(tetrahydrofuran-3-ylmethyl)-9H-purin-2-yl]-N-methylpyrimidin-2-amine), CS(=O)(=O)N1CCNCC1 (N-methanesulfonylpiperazine). Run in CS(=O)C (dimethyl sulfoxide). Conditions: temperature 150 celsius, time 4 hour. Product: CNC1=NC=C(C=N1)C1=NC(=C2N=C(N(C2=N1)CC1COCC1)N1CCN(CC1)S(=O)(=O)C)N1CCOCC1 (N-Methyl-5-{8-[4-(methylsulfonyl)piperazin-1-yl]-6-morpholin-4-yl-9-(tetrahydrofuran-3-ylmethyl)-9H-purin-2-yl}pyrimidin-2-amine). Isolated yield 24.9%. Reaction SMILES: Cl[C:2]1[N:3]([CH2:25][CH:26]2[CH2:30][CH2:29][O:28][CH2:27]2)[C:4]2[C:9]([N:10]=1)=[C:8]([N:11]1[CH2:16][CH2:15][O:14][CH2:13][CH2:12]1)[N:7]=[C:6]([C:17]1[CH:18]=[N:19][C:20]([NH:23][CH3:24])=[N:21][CH:22]=1)[N:5]=2.[CH3:31][S:32]([N:35]1[CH2:40][CH2:39][NH:38][CH2:37][CH2:36]1)(=[O:34])=[O:33]>CS(C)=O>[CH3:24][NH:23][C:20]1[N:19]=[CH:18][C:17]([C:6]2[N:5]=[C:4]3[C:9]([N:10]=[C:2]([N:38]4[CH2:39][CH2:40][N:35]([S:32]([CH3:31])(=[O:34])=[O:33])[CH2:36][CH2:37]4)[N:3]3[CH2:25][CH:26]3[CH2:30][CH2:29][O:28][CH2:27]3)=[C:8]([N:11]3[CH2:16][CH2:15][O:14][CH2:13][CH2:12]3)[N:7]=2)=[CH:22][N:21]=1. Procedure details: A mixture of 5-[8-chloro-6-morpholin-4-yl-9-(tetrahydrofuran-3-ylmethyl)-9H-purin-2-yl]-N-methylpyrimidin-2-amine (100 mg, 0.23 mmol), N-methanesulfonylpiperazine (114 mg, 0.70 mmol), and dimethyl sulfoxide (1 ml) was stirred at 150° C. for 4 hours. The mixture was purified by preparative HPLC (column, NOMURA Develosil Combi-RP-5; mobile phase, acetonitrile/water/formic acid) to give the title compound (32 mg, 25%) as a light brown solid. The reactants are N1CC(CCC1)CN1C(C2=CC(=C(C=C2CC1)OC)OC)=O (2-[(piperidin-3-yl)-methyl]-6,7-dimethoxy-1-oxo-1,2,3,4-tetrahydro-isoquinoline), ClCCCOC1=CC(=CC(=C1)OC)OC (1-chloro-3-(3,5-dimethoxy-phenoxy)-propane). The product is Cl.COC=1C=C(OCCCN2CC(CCC2)CN2C(C3=CC(=C(C=C3CC2)OC)OC)=O)C=C(C1)OC (2-[(N-(3-(3,5-Dimethoxy-phenoxy)-propyl)-piperidin-3-yl)-methyl]-6,7-dimethoxy-1-oxo-1,2,3,4-tetrahydro-isoquinoline-hydrochloride). RXN SMILES: [NH:1]1[CH2:6][CH2:5][CH2:4][CH:3]([CH2:7][N:8]2[CH2:17][CH2:16][C:15]3[C:10](=[CH:11][C:12]([O:20][CH3:21])=[C:13]([O:18][CH3:19])[CH:14]=3)[C:9]2=[O:22])[CH2:2]1.[Cl:23][CH2:24][CH2:25][CH2:26][O:27][C:28]1[CH:33]=[C:32]([O:34][CH3:35])[CH:31]=[C:30]([O:36][CH3:37])[CH:29]=1>>[ClH:23].[CH3:35][O:34][C:32]1[CH:33]=[C:28]([CH:29]=[C:30]([O:36][CH3:37])[CH:31]=1)[O:27][CH2:26][CH2:25][CH2:24][N:1]1[CH2:6][CH2:5][CH2:4][CH:3]([CH2:7][N:8]2[CH2:17][CH2:16][C:15]3[C:10](=[CH:11][C:12]([O:20][CH3:21])=[C:13]([O:18][CH3:19])[CH:14]=3)[C:9]2=[O:22])[CH2:2]1 |f:2.3|. Reported procedure: Prepared from 2-[(piperidin-3-yl)-methyl]-6,7-dimethoxy-1-oxo-1,2,3,4-tetrahydro-isoquinoline and 1-chloro-3-(3,5-dimethoxy-phenoxy)-propane analogously to Example 1.